From a dataset of the Open Reaction Database (ORD), a public repository of structured organic reaction records. describe an organic reaction: reactants, conditions, products, and yield Reactants: Cl.N1C(=CC2=CC=CC=C12)C=1N=C(N2C1C(=NC=C2)N)C2CCNCC2 (1-(1H-indol-2-yl)-3-piperidin-4-ylimidazo[1,5-a]pyrazin-8-amine hydrochloride), C(C)(C)N(C(C)C)CC (N,N-diisopropylethylamine), ClC(=O)OC (methyl chloroformate). Solvent: CN(C)C=O (DMF). Reaction conditions: time 1 hour. The product is NC=1C=2N(C=CN1)C(=NC2C=2NC1=CC=CC=C1C2)C2CCN(CC2)C(=O)OC (Methyl 4-(8-amino-1-(1H-indol-2-yl)imidazo[1,5-a]pyrazin-3-yl)piperidine-1-carboxylate). RXN SMILES: Cl.[NH:2]1[C:10]2[C:5](=[CH:6][CH:7]=[CH:8][CH:9]=2)[CH:4]=[C:3]1[C:11]1[N:12]=[C:13]([CH:21]2[CH2:26][CH2:25][NH:24][CH2:23][CH2:22]2)[N:14]2[CH:19]=[CH:18][N:17]=[C:16]([NH2:20])[C:15]=12.C(N(CC)C(C)C)(C)C.Cl[C:37]([O:39][CH3:40])=[O:38]>CN(C=O)C>[NH2:20][C:16]1[C:15]2[N:14]([C:13]([CH:21]3[CH2:26][CH2:25][N:24]([C:37]([O:39][CH3:40])=[O:38])[CH2:23][CH2:22]3)=[N:12][C:11]=2[C:3]2[NH:2][C:10]3[C:5]([CH:4]=2)=[CH:6][CH:7]=[CH:8][CH:9]=3)[CH:19]=[CH:18][N:17]=1 |f:0.1|. Procedure details: A mixture of 1-(1H-indol-2-yl)-3-piperidin-4-ylimidazo[1,5-a]pyrazin-8-amine hydrochloride (30.0 mg, 0.0679 mmol), N,N-diisopropylethylamine (59.1 μL, 0.340 mmol) and DMF (1.00 ml) was treated with methyl chloroformate (5.25 μL, 0.0679 mmol) and stirred at rt for 1 h prior to semi-preparative HPLC to afford the isolation of the title compound. 1H NMR (400 MHz, CD3OD) ppm: 8.32 (br. s., 1H), 7.58-7.66 (m, 2H), 7.46 (d, 1H, J=8.1 Hz), 7.14-7.22 (m, 1H), 7.00-7.12 (m, 2H), 6.73 (s, 1H), 4.26 (d, 2H... Starting materials: N1=CC(=CC=C1)C=O (3-pyridine carboxaldehyde), C(C)(=O)[O-].[NH4+] (ammonium acetate), C(CC(=O)O)(=O)O (malonic acid). The solvent is CC(C)O (2-propanol). The product is NC(CC(=O)O)C=1C=NC=CC1 (3-amino-3-(3-pyridyl)propionic acid). Reaction SMILES: [N:1]1[CH:6]=[CH:5][CH:4]=[C:3]([CH:7]=O)[CH:2]=1.[C:9]([O-:12])(=[O:11])[CH3:10].[NH4+:13].C(O)(=O)CC(O)=O>CC(O)C>[NH2:13][CH:7]([C:3]1[CH:2]=[N:1][CH:6]=[CH:5][CH:4]=1)[CH2:10][C:9]([OH:12])=[O:11] |f:1.2|. Reported procedure: To 3-pyridine carboxaldehyde (300 ml) in 2-propanol (3 liters) was added ammonium acetate (297 g) followed by malonic acid (398 g). The reaction mixture was stirred at reflux for 5 hours. The precipitate was filtered while hot and washed with hot isopropanol (2 liters). The resulting white solid was then dried to yield DL-3-amino-3-(3-pyridyl)propionic acid (220 g) as a white solid. The reactants are C(N)(SCC(=O)O)=S.[Na].[Na] (disodium carboxymethyl dithiocarbamate), aqueous solution, NCC(=O)O (glycine), C[C@@H](C(=O)O)N (α-alanine), [OH-].[Na+] (NaOH), [OH-].[Na+] (sodium hydroxide), [OH-].[Na+] (NaOH), C(N)(SCC(=O)O)=S.[Na].[Na] (disodium carboxymethyl dithiocarbamate). Run in C(=S)=S (CS2), C(=S)=S (CS2), O (water). Product: C(N)(SC(C)C(=O)O)=S.[Na].[Na] (disodium 1-carboxyethyl dithiocarbamate). Reaction SMILES: [C:1](=[S:8])([S:3][CH2:4][C:5]([OH:7])=[O:6])[NH2:2].[Na:9].[Na].[OH-].[Na+].N[CH2:14]C(O)=O.C[C@H](N)C(O)=O>C(=S)=S.O>[C:1](=[S:8])([S:3][CH:4]([C:5]([OH:7])=[O:6])[CH3:14])[NH2:2].[Na:9].[Na:9] |f:0.1.2,3.4,9.10.11,^1:8,9,36,37|. Procedure details: This example describes the preparation of disodium carboxymethyl dithiocarbamate useful as a suspressant in ore flotation processes. To a 1-Liter round bottom flask fitted with a stirrer, thermometer, reflux condenser and a dropping funnel was added 253 milliliters of water and 84.0 grams (2.1 moles) of sodium hydroxide. After the NaOH had completely dissolved and the temperature had cooled below about 30° C., 75.0 grams (1.0 mole) of glycine was added and the mixture stirred until it was dissol... Starting materials: O=C1CCN(Cc2ccccc2)CC1, Cc1ccccc1, NC(=O)c1ccccc1O, O, Cc1ccc(S(=O)(=O)O)cc1. Yields the product O=C1NC2(CCN(Cc3ccccc3)CC2)Oc2ccccc21. As a reaction SMILES: [CH2:11]([c:12]1[cH:13][cH:14][cH:15][cH:16][cH:17]1)[N:18]1[CH2:19][CH2:20][C:21](=[O:24])[CH2:22][CH2:23]1.[CH3:37][c:38]1[cH:39][cH:40][cH:41][cH:42][cH:43]1.[NH2:1][C:2](=[O:3])[c:4]1[cH:5][cH:6][cH:7][cH:8][c:9]1[OH:10].[OH2:25].[c:26]1([CH3:27])[cH:28][cH:29][c:30]([S:31]([OH:32])(=[O:33])=[O:34])[cH:35][cH:36]1>>[NH:1]1[C:2](=[O:3])[c:4]2[cH:5][cH:6][cH:7][cH:8][c:9]2[O:10][C:21]12[CH2:20][CH2:19][N:18]([CH2:11][c:12]1[cH:13][cH:14][cH:15][cH:16][cH:17]1)[CH2:23][CH2:22]2. Reactants: ClC1=CC(=C(C=N1)N)C=1C(=NC=C(C1)B1OC(C(O1)(C)C)(C)C)F (6′-chloro-2-fluoro-5-(4,4,5,5-tetramethyl-[1,3,2]dioxaborolan-2-yl)-[3,4′]bipyridinyl-3′-ylamine), COC=1C=C(C=C(C1CN1CCCCC1)OC)OS(=O)(=O)C(F)(F)F (trifluoromethanesulfonic acid 3,5-dimethoxy-4-piperidin-1-ylmethylphenyl ester), 1,1′-[bis(diphenylphosphino)ferrocene]dichloropalladium(II). Run in [F-].[K+] (potassium fluoride), C(C)#N (acetonitrile). Conditions: temperature 100 celsius. Product: ClC1=CC(=C(C=N1)N)C=1C(=NC=C(C1)C1=CC(=C(C(=C1)OC)CN1CCCCC1)OC)F (6′-Chloro-5-(3,5-dimethoxy-4-piperidin-1-ylmethylphenyl)-2-fluoro-[3,4′]bipyridinyl-3′-ylamine). Yield: 100.9%. As a reaction SMILES: [Cl:1][C:2]1[N:7]=[CH:6][C:5]([NH2:8])=[C:4]([C:9]2[C:10]([F:24])=[N:11][CH:12]=[C:13](B3OC(C)(C)C(C)(C)O3)[CH:14]=2)[CH:3]=1.[CH3:25][O:26][C:27]1[CH:28]=[C:29](OS(C(F)(F)F)(=O)=O)[CH:30]=[C:31]([O:40][CH3:41])[C:32]=1[CH2:33][N:34]1[CH2:39][CH2:38][CH2:37][CH2:36][CH2:35]1>[F-].[K+].C(#N)C>[Cl:1][C:2]1[N:7]=[CH:6][C:5]([NH2:8])=[C:4]([C:9]2[C:10]([F:24])=[N:11][CH:12]=[C:13]([C:29]3[CH:30]=[C:31]([O:40][CH3:41])[C:32]([CH2:33][N:34]4[CH2:39][CH2:38][CH2:37][CH2:36][CH2:35]4)=[C:27]([O:26][CH3:25])[CH:28]=3)[CH:14]=2)[CH:3]=1 |f:2.3|. Procedure details: A degassed mixture of 6′-chloro-2-fluoro-5-(4,4,5,5-tetramethyl-[1,3,2]dioxaborolan-2-yl)-[3,4′]bipyridinyl-3′-ylamine (630 mg, 1.80 mmol), trifluoromethanesulfonic acid 3,5-dimethoxy-4-piperidin-1-ylmethylphenyl ester (1.06 g, 1.98 mmol), 1,1′-[bis(diphenylphosphino)ferrocene]dichloropalladium(II) (147 mg, 0.18 mmol) in 1N aqueous potassium fluoride solution (10 mL) and acetonitrile (8 mL) was heated under microwave irradiation at 100° C. for 30 minutes. The cooled reaction mixture was partitio... Reactants: CO, Clc1cc(C2CCC3(CC2)OCCO3)nc2ccnn12, ClCCl, N. The product is Nc1cc(C2CCC3(CC2)OCCO3)nc2ccnn12. As a reaction SMILES: [CH3:22][OH:23].[Cl:1][c:2]1[cH:3][c:4]([CH:11]2[CH2:12][CH2:13][C:14]3([O:15][CH2:16][CH2:17][O:18]3)[CH2:19][CH2:20]2)[n:5][c:6]2[n:7]1[n:8][cH:9][cH:10]2.[Cl:24][CH2:25][Cl:26].[NH3:21]>>[c:2]1([NH2:21])[cH:3][c:4]([CH:11]2[CH2:12][CH2:13][C:14]3([O:15][CH2:16][CH2:17][O:18]3)[CH2:19][CH2:20]2)[n:5][c:6]2[n:7]1[n:8][cH:9][cH:10]2.